This data is from the Open Reaction Database (ORD), a public repository of structured organic reaction records. The task is: describe an organic reaction: reactants, conditions, products, and yield Starting materials: O=C(Cl)c1cccnc1, Cl, Nc1c[nH]c2ncc(F)c(F)c12, c1ccncc1. Yields the product O=C(Nc1c[nH]c2ncc(F)c(F)c12)c1cccnc1. As a reaction SMILES: [C:2]([c:3]1[cH:4][n:5][cH:6][cH:7][cH:8]1)(=[O:9])[Cl:10].[ClH:1].[F:11][c:12]1[c:13]2[c:14]([n:15][cH:16][c:17]1[F:18])[nH:19][cH:20][c:21]2[NH2:22].[cH:23]1[cH:24][cH:25][n:26][cH:27][cH:28]1>>[C:2]([c:3]1[cH:4][n:5][cH:6][cH:7][cH:8]1)(=[O:9])[NH:22][c:21]1[c:13]2[c:12]([F:11])[c:17]([F:18])[cH:16][n:15][c:14]2[nH:19][cH:20]1. Starting materials: ( a ), P(O)(O)(O)=O (phosphoric acid), [OH-].[Na+] (NaOH), P(O)(O)(O)=O (phosphoric acid), C(CCCC)=O (valeraldehyde), C1(CCCC1)=O (cyclopentanone), C1(CCCC1)=O (cyclopentanone), P(=O)([O-])([O-])[O-].[Na+].[Na+].[Na+] (trisodium phosphate). The reagents and catalysts are C(CCCC)=C1C(CCC1)=O (2-pentylidene cyclopentanone), [OH-].[Na+] (NaOH). Run at temperature 15 celsius. The product is OC(CCCC)C1C(CCC1)=O (2-(1-hydroxy-n-pentyl)cyclopentanone). The yield is 84.5%. Reaction SMILES: [C:1]1(=[O:6])[CH2:5][CH2:4][CH2:3][CH2:2]1.[OH-].[Na+].P(=O)(O)(O)O.P([O-])([O-])([O-])=O.[Na+].[Na+].[Na+].[CH:22](=[O:27])[CH2:23][CH2:24][CH2:25][CH3:26]>[OH-].[Na+].C(=C1CCCC1=O)CCCC>[OH:27][CH:22]([CH:2]1[CH2:3][CH2:4][CH2:5][C:1]1=[O:6])[CH2:23][CH2:24][CH2:25][CH3:26] |f:1.2,4.5.6.7,9.10|. Reported procedure: Then, the aqueous layer and the distilled fraction of (a) were introduced into a 500-mL four-necked flask and then 51.1 g cyclopentanone (1.34 mol including a re-used cyclopentanone) and 0.87 g (0.0105 mol) 48% NaOH, including NaOH for converting phosphoric acid contained in the aqueous layer to trisodium phosphate, were added thereto. The mixture was cooled to 15° C. under stirring, and 50.0 g (0.58 mol) valeraldehyde was added dropwise at the same temperature over 5 hours. Thereafter, the mixt...